The task is: describe an organic reaction: reactants, conditions, products, and yield. This data is from the Open Reaction Database (ORD), a public repository of structured organic reaction records. The reactants are CO, CCOC(=O)c1nc(-c2ccc(C)cc2)cs1. Product: Cc1ccc(-c2csc(C(=O)O)n2)cc1. As a reaction SMILES: [CH3:18][OH:19].[CH3:1][c:2]1[cH:3][cH:4][c:5](-[c:8]2[n:9][c:10]([C:13](=[O:14])[O:15][CH2:16][CH3:17])[s:11][cH:12]2)[cH:6][cH:7]1>>[CH3:1][c:2]1[cH:3][cH:4][c:5](-[c:8]2[n:9][c:10]([C:13](=[O:14])[OH:15])[s:11][cH:12]2)[cH:6][cH:7]1. The reactants are ICl (Iodine monochloride), NC1=C(CNCC(=O)OCC)C=CC=C1 (ethyl N-(2-aminobenzyl)glycinate), C(C)(=O)[O-].[Na+] (sodium acetate). The solvent is C(C)(=O)O (acetic acid). The product is NC1=C(CNCC(=O)OCC)C=C(C=C1)I (Ethyl N-(2-Amino-5-iodobenzyl)glycinate). The yield is 73.5%. As a reaction SMILES: [I:1]Cl.[NH2:3][C:4]1[CH:17]=[CH:16][CH:15]=[CH:14][C:5]=1[CH2:6][NH:7][CH2:8][C:9]([O:11][CH2:12][CH3:13])=[O:10].C([O-])(=O)C.[Na+]>C(O)(=O)C>[NH2:3][C:4]1[CH:17]=[CH:16][C:15]([I:1])=[CH:14][C:5]=1[CH2:6][NH:7][CH2:8][C:9]([O:11][CH2:12][CH3:13])=[O:10] |f:2.3|. Reported procedure: Iodine monochloride (3.24 g) was added to a stirred solution of ethyl N-(2-aminobenzyl)glycinate (4.16 g) (see U.S. Pat. No. 3,983,120) and sodium acetate (1.804 g) in acetic acid (100 cm3) at room temperature. After 1 hour volatile material was removed in vacuo and the residue was partitioned between chloroform (200 -cm3) and saturated aqueous sodium carbonate solution (50 cm3). The aqueous phase was further extracted with chloroform (2×50 cm3) and the combined organic extracts were washed with... Starting materials: CO, CC(C)=O, Cc1ncc(-c2ccnc(Nc3ccc(SCCCN4CCOCC4)cc3)n2)n1C(C)C, [Na+], [Na+], O, O=S([O-])S(=O)(=O)[O-]. Product: Cc1ncc(-c2ccnc(Nc3ccc(S(=O)(=O)CCCN4CCOCC4)cc3)n2)n1C(C)C. Reaction SMILES: [CH3:43][OH:44].[CH3:45][C:46](=[O:47])[CH3:48].[CH:1]([CH3:2])([CH3:3])[n:4]1[c:5]([CH3:32])[n:6][cH:7][c:8]1-[c:9]1[n:10][c:11]([NH:15][c:16]2[cH:17][cH:18][c:19]([S:22][CH2:23][CH2:24][CH2:25][N:26]3[CH2:27][CH2:28][O:29][CH2:30][CH2:31]3)[cH:20][cH:21]2)[n:12][cH:13][cH:14]1.[Na+:40].[Na+:41].[OH2:42].[S:33](=[O:34])([S:35]([O-:36])=[O:37])([O-:38])=[O:39]>>[CH:1]([CH3:2])([CH3:3])[n:4]1[c:5]([CH3:32])[n:6][cH:7][c:8]1-[c:9]1[n:10][c:11]([NH:15][c:16]2[cH:17][cH:18][c:19]([S:22]([CH2:23][CH2:24][CH2:25][N:26]3[CH2:27][CH2:28][O:29][CH2:30][CH2:31]3)(=[O:34])=[O:42])[cH:20][cH:21]2)[n:12][cH:13][cH:14]1. Starting materials: COC(=O)C=1C=CC2=C(NN=N2)C1 (6-methoxycarbonyl-benzotriazole), [OH-].[Na+] (sodium hydroxide), ClCCCCBr (4-chlorobromobutane). Reagents/catalysts: [Br-].C(CCC)[N+](CCCC)(CCCC)CCCC (tetrabutyl ammonium bromide). Run in ClCCl (dichloromethane), ClCCl (dichloromethane). Reaction conditions: temperature 60 celsius, time 2 hour. The product is COC(=O)C=1C=CC2=C(N(N=N2)CCCCCl)C1 (6-methoxycarbonyl-1-(4-chlorobutyl)-1H-benzotriazole). The yield is 72.8%. Reaction SMILES: [CH3:1][O:2][C:3]([C:5]1[CH:6]=[CH:7][C:8]2[N:12]=[N:11][NH:10][C:9]=2[CH:13]=1)=[O:4].[OH-].[Na+].[Cl:16][CH2:17][CH2:18][CH2:19][CH2:20]Br>[Br-].C([N+](CCCC)(CCCC)CCCC)CCC.ClCCl>[CH3:1][O:2][C:3]([C:5]1[CH:6]=[CH:7][C:8]2[N:12]=[N:11][N:10]([CH2:20][CH2:19][CH2:18][CH2:17][Cl:16])[C:9]=2[CH:13]=1)=[O:4] |f:1.2,4.5|. Procedure details: 6-methoxycarbonyl-benzotriazole (17.7 g, 0.10 mol) is dissolved into 100 ml of 30% wt. sodium hydroxide, 4-chlorobromobutane (34.3 g, 0.20 mol), tetrabutyl ammonium bromide (0.8 g) are added, and mixed for 5 min. The reaction solution is gradually heated to 60° C., stirred for reaction for 2 hours. Then the reaction solution was cooled down to ambient temperature, 100 ml of dichloromethane was added for extraction and liquid separation. To the aqueous phase, 100 of dichloromethane was added for ... The reactants are COC=1C=C(C=CC1N1C=NC(=C1)C)N (3-methoxy-4-(4-methyl-imidazol-1-yl)-phenylamine), ClC1=NC(=CC=C1)Cl (2,6-dichloropyridine). Isolated yield 60.0%. As a reaction SMILES: [CH3:1][O:2][C:3]1[CH:4]=[C:5]([NH2:15])[CH:6]=[CH:7][C:8]=1[N:9]1[CH:13]=[C:12]([CH3:14])[N:11]=[CH:10]1.[Cl:16][C:17]1[CH:22]=[CH:21][CH:20]=[C:19](Cl)[N:18]=1>>[Cl:16][C:17]1[N:18]=[C:19]([NH:15][C:5]2[CH:6]=[CH:7][C:8]([N:9]3[CH:13]=[C:12]([CH3:14])[N:11]=[CH:10]3)=[C:3]([O:2][CH3:1])[CH:4]=2)[CH:20]=[CH:21][CH:22]=1. The product is ClC1=CC=CC(=N1)NC1=CC(=C(C=C1)N1C=NC(=C1)C)OC ((6-Chloro-pyridin-2-yl)-[3-methoxy-4-(4-methyl-imidazol-1-yl)-phenyl]-amine), solid. Procedure details: Prepared in analogy to example 62 from 3-methoxy-4-(4-methyl-imidazol-1-yl)-phenylamine and 2,6-dichloropyridine. The title compound was obtained as a yellow solid (Yield=60%). MS ISP (m/e): 315.1 & 317.1 (100 & 37) [(M+H)+]. 1H NMR (CDCl3, 300 MHz): 8 (ppm)=7.63 (s, 1H), 7.48 (t, 1H), 7.37 (s, 1H), 7.18 (d, 1H), 6.95-6.80 (m, 2H), 6.82 (d, 1H), 6.72 (d, 1H), 6.64 (s, 1H), 3.86 (s, 3H), 2.30 (s, 3H). The reactants are CC1=CC=C(C=N1)OC1=C(C#N)C=CC=N1 (2-[(6-methylpyridin-3-yl)oxy]nicotinonitrile). The reagents and catalysts are [Ni] (nickel). The product is CC1=CC=C(C=N1)OC1=NC=CC=C1CN ({2-[(6-methylpyridin-3-yl)oxy]pyridin-3-yl}methylamine). RXN SMILES: [CH3:1][C:2]1[N:7]=[CH:6][C:5]([O:8][C:9]2[N:16]=[CH:15][CH:14]=[CH:13][C:10]=2[C:11]#[N:12])=[CH:4][CH:3]=1>[Ni]>[CH3:1][C:2]1[N:7]=[CH:6][C:5]([O:8][C:9]2[C:10]([CH2:11][NH2:12])=[CH:13][CH:14]=[CH:15][N:16]=2)=[CH:4][CH:3]=1. Procedure: The product of Example 62A and Raney/nickel were processed according to the method of Example 131C to provide the product. MS (ESI+) m/z 216 (M+H)+. Reactants: OC1CC(NC(C1)(C)C)(C)C (4-hydroxy-2,2,6,6-tetramethylpiperidine), 2-butyne-1,4-diol ditosylate. The solvent is C(C)#N (acetonitrile). Product: OC1CC(N(C(C1)(C)C)CC#CCN1C(CC(CC1(C)C)O)(C)C)(C)C (1,4-bis(4-hydroxy-2,2,6,6-tetramethylpiperidin-1-yl)-but-2-yne). The yield is 45.8%. RXN SMILES: [OH:1][CH:2]1[CH2:7][C:6]([CH3:9])([CH3:8])[NH:5][C:4]([CH3:11])([CH3:10])[CH2:3]1>C(#N)C>[OH:1][CH:2]1[CH2:3][C:4]([CH3:11])([CH3:10])[N:5]([CH2:7][C:2]#[C:3][CH2:4][N:5]2[C:6]([CH3:9])([CH3:8])[CH2:7][CH:2]([OH:1])[CH2:3][C:4]2([CH3:11])[CH3:10])[C:6]([CH3:9])([CH3:8])[CH2:7]1. Reported procedure: ) A solution of 12.6 g (42.2 mmol) of N-n-butyl-N-[ 1-(2-hydroxyethyl)-2,2,6,6-tetramethylpiperidin-4-yl]acetamide [Example 1bη2] in 180 ml of 2N hydrochloric acid is refluxed for 48 hours. The reaction mixture is then cooled 0°-5 C. and, after addition of 40 ml of 30% sodium hydroxide solution, extracted twice with toluene. The organic phases are washed with water, combined, dried over sodium sulfate, and concentrated on a vacuum rotary evaporator. Chromatography of the residue on silica gel wi...